Dataset: the Open Reaction Database (ORD), a public repository of structured organic reaction records. Task: describe an organic reaction: reactants, conditions, products, and yield The reactants are C(C1=CC=CC=C1)OCCCOCN(S(=O)(=O)C1=C(C=C(C=C1Cl)Cl)Cl)C (N-(3-benzyloxypropoxymethyl)-2,4,6-trichloro-N-methylbenzenesulfonamide). The reagents and catalysts are [Pd] (palladium on charcoal). Solvent: C1CCOC1 (THF). Yields the product ClC1=C(C(=CC(=C1)Cl)Cl)S(=O)(=O)N(C)COCCCO (2,4,6-Trichloro-N-(3-hydroxypropoxymethyl)-N-methylbenzenesulfonamide). Reaction SMILES: C([O:8][CH2:9][CH2:10][CH2:11][O:12][CH2:13][N:14]([CH3:27])[S:15]([C:18]1[C:23]([Cl:24])=[CH:22][C:21]([Cl:25])=[CH:20][C:19]=1[Cl:26])(=[O:17])=[O:16])C1C=CC=CC=1>[Pd].C1COCC1>[Cl:26][C:19]1[CH:20]=[C:21]([Cl:25])[CH:22]=[C:23]([Cl:24])[C:18]=1[S:15]([N:14]([CH2:13][O:12][CH2:11][CH2:10][CH2:9][OH:8])[CH3:27])(=[O:16])=[O:17]. Procedure: 10% palladium on charcoal (350 mg) was added to a soln. of N-(3-benzyloxypropoxymethyl)-2,4,6-trichloro-N-methylbenzenesulfonamide (2.60 g, 5.7 mmol) in THF (100 ml) under argon and hydrogenation was carried out at RT under 3 bar. The reaction soln. was then filtered through Celite, the residue on the filter was washed with THF (50 ml) and the filtrate was concentrated i. vac. The crude product (1.63 g) was purified by means of flash chromatography with cyclohexane/EtOAc (1:1). Run at time 15 minute. The reactants are O.[OH-].[Li+] (lithium hydroxide monohydrate), OO (hydrogen peroxide), C(C1=CC=CC=C1)[C@H]1N(C(OC1)=O)C(=O)C1CN(C(C12CC2)=O)CC2=C(C=C(C=C2)OC)OC (7-((R)-4-benzyl-2-oxooxazolidine-3-carbonyl)-5-(2,4-dimethoxybenzyl)-5-azaspiro[2.4]heptan-4-one), S(=O)(O)[O-].[Na+] (sodium hydrogen sulfite). Procedure: To a solution of lithium hydroxide monohydrate (142 mg) in water (5 ml) was added 30 wt % aqueous solution of hydrogen peroxide (0.8 ml) at −5° C., and the mixture was stirred for 15 minutes. To this reaction mixture were sequentially added tetrahydrofuran (5 ml) and a solution of an optically active compound of 7-((R)-4-benzyl-2-oxooxazolidine-3-carbonyl)-5-(2,4-dimethoxybenzyl)-5-azaspiro[2.4]heptan-4-one (1.39 g) in tetrahydrofuran (10 ml), and the mixture was stirred for additional 1 hour. T... Product: COC1=C(CN2C(C3(CC3)C(C2)C(=O)O)=O)C=CC(=C1)OC (5-(2,4-Dimethoxybenzyl)-4-oxo-5-azaspiro[2.4]heptane-7-carboxylic acid). As a reaction SMILES: O.[OH-].[Li+].OO.C([C@@H]1COC(=O)N1[C:19]([CH:21]1[C:25]2([CH2:27][CH2:26]2)[C:24](=[O:28])[N:23]([CH2:29][C:30]2[CH:35]=[CH:34][C:33]([O:36][CH3:37])=[CH:32][C:31]=2[O:38][CH3:39])[CH2:22]1)=[O:20])C1C=CC=CC=1.S([O-])(O)=[O:41].[Na+]>O.O1CCCC1>[CH3:39][O:38][C:31]1[CH:32]=[C:33]([O:36][CH3:37])[CH:34]=[CH:35][C:30]=1[CH2:29][N:23]1[CH2:22][CH:21]([C:19]([OH:20])=[O:41])[C:25]2([CH2:26][CH2:27]2)[C:24]1=[O:28] |f:0.1.2,5.6|. Solvent: O1CCCC1 (tetrahydrofuran), O (water), O1CCCC1 (tetrahydrofuran), O (water). Isolated yield 40.7%. Reactants: NC=1C=C2C(=NC=NC2=CC1)NC1=CC(=CC=C1)C#C ((6-Amino-quinazolin-4-yl)-(3-ethynylphenyl)-amine), N1=CC=CC=C1 (pyridine), CS(=O)(=O)Cl (methanesulfonyl chloride). The solvent is ClCCCl (1,2-dichloroethane). The product is C(#C)C=1C=C(C=CC1)NC1=NC=NC2=CC=C(C=C12)NS(=O)(=O)C ((3-ethynylphenyl)-(6-methanesulfonylaminoquinazoline-4-yl)amine). RXN SMILES: [NH2:1][C:2]1[CH:3]=[C:4]2[C:9](=[CH:10][CH:11]=1)[N:8]=[CH:7][N:6]=[C:5]2[NH:12][C:13]1[CH:18]=[CH:17][CH:16]=[C:15]([C:19]#[CH:20])[CH:14]=1.N1C=CC=CC=1.[CH3:27][S:28](Cl)(=[O:30])=[O:29]>ClCCCl>[C:19]([C:15]1[CH:14]=[C:13]([NH:12][C:5]2[C:4]3[C:9](=[CH:10][CH:11]=[C:2]([NH:1][S:28]([CH3:27])(=[O:30])=[O:29])[CH:3]=3)[N:8]=[CH:7][N:6]=2)[CH:18]=[CH:17][CH:16]=1)#[CH:20]. Procedure: The title product of Example 8 (100 mg, 0.384 mmol), pyridine (140 μL, 1.68 mmol) and methanesulfonyl chloride (99 μL, 1.26 mmol) were refluxed in 10 mL of 1,2-dichloroethane for 7 hours. The reaction mixture was cooled and evaporated in a vacuo to a residue which was triturated in 10 mL of 1N HCl, filtered and dried in vacuo to yield (3-ethynylphenyl)-(6-methanesulfonylaminoquinazoline-4-yl)amine; 102 mg (78%) mp 248° C. dec.